From a dataset of the Open Reaction Database (ORD), a public repository of structured organic reaction records. describe an organic reaction: reactants, conditions, products, and yield Reaction conditions: time 2 hour. Yields the product C(C)(=O)N1C=C(C2=CC(=CC=C12)F)OC (1-acetyl-5-fluoro-3-methoxyindole). Isolated yield 86.0%. Reaction SMILES: [C:1]([N:4]1[C:12]2[C:7](=[CH:8][C:9]([F:13])=[CH:10][CH:11]=2)[C:6](=[O:14])[CH2:5]1)(=[O:3])[CH3:2].[OH-].[Na+].S(OC)(O[CH3:21])(=O)=O>C(=O)(O)[O-].[Na+]>[C:1]([N:4]1[C:12]2[C:7](=[CH:8][C:9]([F:13])=[CH:10][CH:11]=2)[C:6]([O:14][CH3:21])=[CH:5]1)(=[O:3])[CH3:2] |f:1.2,4.5|. Solvent: C([O-])(O)=O.[Na+] (sodium bicarbonate). Reported procedure: A mixture of 1.6 g of 1-acetyl-5-fluoroindolin-3-one, 1.9 g of powdered sodium hydroxide and 28 ml of dimethyl sulfate was stirred at room temperature for two hours. After the addition of 240 ml of saturated sodium bicarbonate solution the mixture was stirred overnight and subsequently filtered. The residue was taken up in 100 ml of ether and 100 ml of ethyl acetate. The solution was dried over sodium sulfate, filtered and evaporated. There were obtained 1.47 g (86%) of 1-acetyl-5-fluoro-3-metho... Starting materials: C(C)(=O)N1CC(C2=CC(=CC=C12)F)=O (1-acetyl-5-fluoroindolin-3-one), [OH-].[Na+] (sodium hydroxide), S(=O)(=O)(OC)OC (dimethyl sulfate). Starting materials: C(CCC)P(CCCC)CCCC (tri-n-butylphosphine), ClCC=1C(=CC=CC1)CCl (α,α'-dichloro-o-xylene). Solvent: C1(=CC=CC=C1)C (toluene), C1(=CC=CC=C1)C (toluene). Yields the product [Cl-].ClCC1=C(C[P+](CCCC)(CCCC)CCCC)C=CC=C1 (2-(Chloromethyl)benzyltri-n-butylphosphonium chloride). RXN SMILES: [CH2:1]([P:5]([CH2:10][CH2:11][CH2:12][CH3:13])[CH2:6][CH2:7][CH2:8][CH3:9])[CH2:2][CH2:3][CH3:4].[Cl:14][CH2:15][C:16]1[C:17]([CH2:22][Cl:23])=[CH:18][CH:19]=[CH:20][CH:21]=1>C1(C)C=CC=CC=1>[Cl-:14].[Cl:23][CH2:22][C:17]1[CH:18]=[CH:19][CH:20]=[CH:21][C:16]=1[CH2:15][P+:5]([CH2:6][CH2:7][CH2:8][CH3:9])([CH2:10][CH2:11][CH2:12][CH3:13])[CH2:1][CH2:2][CH2:3][CH3:4] |f:3.4|. Procedure: A mixture of tri-n-butylphosphine (18.9 g, 103.8 mmol) in toluene (50 mL) was added dropwise to a mixture of α,α'-dichloro-o-xylene (7.0 g, 34.6 mmol) in toluene (200 mL) under argon gas. The reaction mixture was allowed to stir for several days at room temperature under argon, at which time TLC examination showed completion of reaction. Toluene was removed under reduced pressure to give an oily residue. The above oily residue was washed with toluene/hexane (50/50 (v/v), 4×100 mL), and then drie... Reactants: O=C1SC(C(N1)=O)CC1=CC=C(OCC(=O)OCC)C=C1 (ethyl [4-[[2,4-dioxo-1,3-thiazolidine-5-yl]methyl]phenoxy]acetate), C(=O)([O-])[O-].[Na+].[Na+] (Na2CO3). Run in CO (methanol), O (water), CO (methanol). Conditions: temperature 27.5 celsius, time 5 hour. The product is O=C1SC(C(N1)=O)CC1=CC=C(OCC(=O)O)C=C1 ([4-[[2,4-Dioxo-1,3-thiazolidine-5-yl]methyl]phenoxy]acetic acid). Yield: 79.0%. As a reaction SMILES: [O:1]=[C:2]1[NH:6][C:5](=[O:7])[CH:4]([CH2:8][C:9]2[CH:21]=[CH:20][C:12]([O:13][CH2:14][C:15]([O:17]CC)=[O:16])=[CH:11][CH:10]=2)[S:3]1.C([O-])([O-])=O.[Na+].[Na+]>CO.O>[O:1]=[C:2]1[NH:6][C:5](=[O:7])[CH:4]([CH2:8][C:9]2[CH:21]=[CH:20][C:12]([O:13][CH2:14][C:15]([OH:17])=[O:16])=[CH:11][CH:10]=2)[S:3]1 |f:1.2.3|. Procedure details: To a stirred solution of ethyl [4-[[2,4-dioxo-1,3-thiazolidine-5-yl]methyl]phenoxy]acetate (110 g, 0.36 mol) in methanol (0.65 L) was added as solutino of Na2CO3 (200 g, 1.88 mol) in water (0.65 L) and stirred for 5 h at 25 to 30° C. After completion of the reaction, methanol was removed under reduced pressure; water was added to the residue and was acidified with hydrochlori acid. The precipitated while solid was filtered and dired to yield the title compound (80 g, 80%). mp: 181-183° C. Starting materials: foam, Cl.Cl.Cl.O1C=CC=2C(=NC=CC21)N2CCN(CC2)CC[C@@H]2CC[C@H](CC2)N (trans-4-[2-(4-furo[3,2-c]pyridin-4-yl-piperazin-1-yl)-ethyl]-cyclohexylamine trihydrochloride), Cl.Cl.Cl.O1C=CC=2C(=NC=CC21)N2CCN(CC2)CC[C@@H]2CC[C@H](CC2)N (trans-4-[2-(4-furo[3,2-c]pyridin-4-yl-piperazin-1-yl)-ethyl]-cyclohexylamine trihydrochloride), C(C)S(=O)(=O)Cl (ethanesulfonyl chloride). Yields the product O1C=CC=2C(=NC=CC21)N2CCN(CC2)CC[C@@H]2CC[C@H](CC2)NS(=O)(=O)CC (Ethanesulfonic acid {trans-4-[2-(4-furo[3,2-c]pyridin-4-yl-piperazin-1-yl)-ethyl]-cyclohexyl}-amide). As a reaction SMILES: Cl.Cl.Cl.[O:4]1[C:12]2[CH:11]=[CH:10][N:9]=[C:8]([N:13]3[CH2:18][CH2:17][N:16]([CH2:19][CH2:20][C@H:21]4[CH2:26][CH2:25][C@H:24]([NH2:27])[CH2:23][CH2:22]4)[CH2:15][CH2:14]3)[C:7]=2[CH:6]=[CH:5]1.[CH2:28]([S:30](Cl)(=[O:32])=[O:31])[CH3:29]>>[O:4]1[C:12]2[CH:11]=[CH:10][N:9]=[C:8]([N:13]3[CH2:18][CH2:17][N:16]([CH2:19][CH2:20][C@H:21]4[CH2:26][CH2:25][C@H:24]([NH:27][S:30]([CH2:28][CH3:29])(=[O:32])=[O:31])[CH2:23][CH2:22]4)[CH2:15][CH2:14]3)[C:7]=2[CH:6]=[CH:5]1 |f:0.1.2.3|. Reported procedure: The title compound, light brown foam (77 mg, 54%), MS (ISP) m/z=421.2 [(M+H)+], was prepared in analogy to example 14 starting from trans-4-[2-(4-furo[3,2-c]pyridin-4-yl-piperazin-1-yl)-ethyl]-cyclohexylamine trihydrochloride (intermediate A) (150 mg, 0.34 mmol) and ethanesulfonyl chloride (88 mg, 0.68 mmol). The reactants are C[Si](C)(C)[N-][Si](C)(C)C, O=C1CCCN1c1ccc(C(F)(F)F)cc1, [Li+], N#N, C1CCOC1, O=S(=O)(c1ccccc1)N1OC1c1ccccc1. The product is O=C1C(O)CCN1c1ccc(C(F)(F)F)cc1. Reaction SMILES: [CH3:19][Si:20]([CH3:21])([CH3:22])[N-:23][Si:24]([CH3:25])([CH3:26])[CH3:27].[F:3][C:4]([c:5]1[cH:6][cH:7][c:8]([N:11]2[C:12](=[O:16])[CH2:13][CH2:14][CH2:15]2)[cH:9][cH:10]1)([F:17])[F:18].[Li+:28].[N:1]#[N:2].[O:47]1[CH2:48][CH2:49][CH2:50][CH2:51]1.[c:29]1([S:30]([N:31]2[CH:32]([c:33]3[cH:34][cH:35][cH:37][cH:38][cH:39]3)[O:40]2)(=[O:36])=[O:41])[cH:42][cH:43][cH:44][cH:45][cH:46]1>>[F:3][C:4]([c:5]1[cH:6][cH:7][c:8]([N:11]2[C:12](=[O:16])[CH:13]([OH:36])[CH2:14][CH2:15]2)[cH:9][cH:10]1)([F:17])[F:18]. The reactants are O=C([O-])O, CCN=C=NCCCN(C)C, c1ccc(C(c2ccccc2)N2CCNCC2)cc1, COC(=O)c1ccc(Cl)cc1NC(=O)COCC(=O)O, Cl, [Na+], On1nnc2ccccc21. Product: COC(=O)c1ccc(Cl)cc1NC(=O)COCC(=O)N1CCN(C(c2ccccc2)c2ccccc2)CC1. Reaction SMILES: [C:62](=[O:63])([O-:64])[OH:65].[CH2:41]([N:42]=[C:43]=[N:44][CH2:45][CH2:46][CH2:47][N:48]([CH3:49])[CH3:50])[CH3:51].[CH:21]([c:22]1[cH:23][cH:24][cH:25][cH:26][cH:27]1)([c:28]1[cH:29][cH:30][cH:31][cH:32][cH:33]1)[N:34]1[CH2:35][CH2:36][NH:37][CH2:38][CH2:39]1.[Cl:1][c:2]1[cH:3][cH:4][c:5]([C:17](=[O:18])[O:19][CH3:20])[c:6]([NH:8][C:9]([CH2:10][O:11][CH2:12][C:13](=[O:14])[OH:15])=[O:16])[cH:7]1.[ClH:40].[Na+:66].[OH:52][n:53]1[c:54]2[cH:55][cH:56][cH:57][cH:58][c:59]2[n:60][n:61]1>>[Cl:1][c:2]1[cH:3][cH:4][c:5]([C:17](=[O:18])[O:19][CH3:20])[c:6]([NH:8][C:9]([CH2:10][O:11][CH2:12][C:13](=[O:15])[N:37]2[CH2:36][CH2:35][N:34]([CH:21]([c:22]3[cH:23][cH:24][cH:25][cH:26][cH:27]3)[c:28]3[cH:29][cH:30][cH:31][cH:32][cH:33]3)[CH2:39][CH2:38]2)=[O:16])[cH:7]1.